From a dataset of the Open Reaction Database (ORD), a public repository of structured organic reaction records. describe an organic reaction: reactants, conditions, products, and yield The reactants are C(C)OC(=O)C=1C(=C2C(=CN1)N(C=C2)CC2=CC=C(C=C2)F)O (1-(4-fluoro-benzyl)-4-hydroxy-1H-pyrrolo[2,3-c]pyridine-5-carboxylic acid ethyl ester), NCC(=O)O (glycine), C[O-].[Na+].CO (NaOMe HOMe). The product is FC1=CC=C(CN2C=CC=3C2=CN=C(C3O)C(=O)NCC(=O)O)C=C1 ({[1-(4-Fluoro-benzyl)-4-hydroxy-1H-pyrrolo[2,3-c]pyridine-5-carbonyl]-amino}-acetic acid). As a reaction SMILES: C(O[C:4]([C:6]1[C:7]([OH:23])=[C:8]2[CH:14]=[CH:13][N:12]([CH2:15][C:16]3[CH:21]=[CH:20][C:19]([F:22])=[CH:18][CH:17]=3)[C:9]2=[CH:10][N:11]=1)=[O:5])C.[NH2:24][CH2:25][C:26]([OH:28])=[O:27].C[O-].[Na+].CO>>[F:22][C:19]1[CH:20]=[CH:21][C:16]([CH2:15][N:12]2[C:9]3=[CH:10][N:11]=[C:6]([C:4]([NH:24][CH2:25][C:26]([OH:28])=[O:27])=[O:5])[C:7]([OH:23])=[C:8]3[CH:14]=[CH:13]2)=[CH:17][CH:18]=1 |f:2.3.4|. Procedure: Prepared in analogy to that of Example 1(e) from 1-(4-fluoro-benzyl)-4-hydroxy-1H-pyrrolo[2,3-c]pyridine-5-carboxylic acid ethyl ester, glycine and NaOMe/HOMe. The title compound, ESI MS (m/z): 344 (M+H)+. As a reaction SMILES: [CH2:5]([CH3:6])[c:7]1[cH:8][c:9]2[c:10]([OH:18])[cH:11][c:12](=[O:17])[o:13][c:14]2[cH:15][cH:16]1.[CH:19]([Cl:20])([Cl:21])[Cl:22].[OH:1][N+:2]([O-:3])=[O:4]>>[O-:1][N+:2](=[O:4])[c:11]1[c:10]([OH:18])[c:9]2[cH:8][c:7]([CH2:5][CH3:6])[cH:16][cH:15][c:14]2[o:13][c:12]1=[O:17]. Starting materials: CCc1ccc2oc(=O)cc(O)c2c1, ClC(Cl)Cl, O=[N+]([O-])O. Yields the product CCc1ccc2oc(=O)c([N+](=O)[O-])c(O)c2c1. The reactants are C=CCC1COCC(C=O)N1C(=O)OC(C)(C)C, CC(=O)O[BH-](OC(C)=O)OC(C)=O, COC(=O)C(C)N, O=C(Cl)OCc1ccccc1, ClCCl, Cl, [Na+], [Na+], O, O=C([O-])O. Product: C=CCC1COCC(CN(C(=O)OCc2ccccc2)C(C)C(=O)OC)N1C(=O)OC(C)(C)C. RXN SMILES: [C:15]([CH3:16])([CH3:17])([CH3:18])[O:19][C:20](=[O:21])[N:22]1[CH:23]([CH2:30][CH:31]=[CH2:32])[CH2:24][O:25][CH2:26][CH:27]1[CH:28]=[O:29].[C:1]([O:2][BH-:3]([O:4][C:5](=[O:6])[CH3:7])[O:8][C:9](=[O:10])[CH3:11])(=[O:12])[CH3:13].[CH3:34][O:35][C:36]([CH:37]([NH2:38])[CH3:39])=[O:40].[Cl:46][C:47](=[O:48])[O:49][CH2:50][c:51]1[cH:52][cH:53][cH:54][cH:55][cH:56]1.[Cl:57][CH2:58][Cl:59].[ClH:33].[Na+:14].[Na+:41].[OH2:60].[OH:42][C:43](=[O:44])[O-:45]>>[C:15]([CH3:16])([CH3:17])([CH3:18])[O:19][C:20](=[O:21])[N:22]1[CH:23]([CH2:30][CH:31]=[CH2:32])[CH2:24][O:25][CH2:26][CH:27]1[CH2:28][N:38]([CH:37]([C:36]([O:35][CH3:34])=[O:40])[CH3:39])[C:47](=[O:48])[O:49][CH2:50][c:51]1[cH:52][cH:53][cH:54][cH:55][cH:56]1. Product: CC(C)(C)OC(=O)c1csc(-c2cnc(-c3ccccc3)nc2)n1. Reaction SMILES: [Br:61][c:62]1[cH:63][n:64][c:65](-[c:68]2[cH:69][cH:70][cH:71][cH:72][cH:73]2)[n:66][cH:67]1.[C:1](=[O:2])([O-:3])[O-:4].[C:7]([CH3:8])([CH3:9])([CH3:10])[O:11][C:12](=[O:13])[c:14]1[n:15][cH:16][s:17][cH:18]1.[Cs+:5].[Cs+:6].[O-:80][C:81]([CH3:82])=[O:83].[O-:84][C:85]([CH3:86])=[O:87].[O:74]=[CH:75][N:76]([CH3:77])[CH3:78].[Pd+2:79].[c:19]1([P:20]([c:21]2[cH:22][cH:23][cH:24][cH:25][cH:26]2)[c:27]2[c:28]3[c:52]([cH:53][cH:54][cH:55]2)[C:49]([CH3:50])([CH3:51])[c:31]2[c:30]([c:35]([P:36]([c:37]4[cH:38][cH:39][cH:40][cH:41][cH:42]4)[c:43]4[cH:44][cH:45][cH:46][cH:47][cH:48]4)[cH:34][cH:33][cH:32]2)[O:29]3)[cH:56][cH:57][cH:58][cH:59][cH:60]1>>[C:7]([CH3:8])([CH3:9])([CH3:10])[O:11][C:12](=[O:13])[c:14]1[n:15][c:16](-[c:62]2[cH:63][n:64][c:65](-[c:68]3[cH:69][cH:70][cH:71][cH:72][cH:73]3)[n:66][cH:67]2)[s:17][cH:18]1. The reactants are Brc1cnc(-c2ccccc2)nc1, O=C([O-])[O-], CC(C)(C)OC(=O)c1cscn1, [Cs+], [Cs+], CC(=O)[O-], CC(=O)[O-], CN(C)C=O, [Pd+2], CC1(C)c2cccc(P(c3ccccc3)c3ccccc3)c2Oc2c(P(c3ccccc3)c3ccccc3)cccc21. Starting materials: C(C(C)C)N (Isobutylamine), ClCCN=C=O (Chloroethyl isocyanate). The solvent is C(C)OCC (diethyl ether), CCOCC (ether). Reaction conditions: temperature -5 celsius, time 2 hour. Yields the product C(C(C)C)NC(=O)NCCCl (1-Isobutyl-3-(2-Chloroethyl) Urea). As a reaction SMILES: [CH2:1]([NH2:5])[CH:2]([CH3:4])[CH3:3].[Cl:6][CH2:7][CH2:8][N:9]=[C:10]=[O:11]>C(OCC)C>[CH2:1]([NH:5][C:10]([NH:9][CH2:8][CH2:7][Cl:6])=[O:11])[CH:2]([CH3:4])[CH3:3]. Reported procedure: Isobutylamine (7.3 g, 0.1 mol) was dissolved in 20 ml of diethyl ether and cooled to less than 5° C. Chloroethyl isocyanate (10.5 g, 0.1 mol) dissolved in 15 ml of ether was added maintaining a temperature between 0° and 5° C. with vigorous stirring. Stirring continued an additional 2 hrs. the mixture was cooled to -5° C., and the product (4.1 g, 46%) was filtered and dried in vacuo for 18 hrs. over KOH, MP 79.5° C. (decomposes). IR analysis showed peaks at 1630/cm (C=O) and 1585/cm (N--C=O). NM... Reactants: C(=C)(C)N1C(NC2=C1C(=CC=C2)CCN2CCC(CC2)CC2=CNC1=CC=C(C=C21)F)=O (3-Isopropenyl-{2-[4-((5-fluoro-3-indolyl)methyl)piperidino]ethyl}-2H-benzimidazolin-2-one), C(=C)(C)N1C(N(C2=C1C=CC=C2)CCCl)=O (3-isopropenyl-1-(2-chloroethyl)-2H-benzimidazolin-2-one), FC=1C=C2C(=CNC2=CC1)CC1CCNCC1 (4-[(5-fluoro-3-indolyl)methyl]piperidine), C([O-])(O)=O.[Na+] (sodium bicarbonate). The solvent is CN(C=O)C (dimethylformamide), O1CCCC1 (tetrahydrofuran). Reaction conditions: temperature 20 celsius, time 10 hour. The product is C(=C)(C)N1C(N(C2=C1C=CC=C2)CCN2CCC(CC2)CC2=CNC1=CC=C(C=C21)F)=O (3-isopropenyl-1-{2-[4-((5-fluoro-3-indolyl)methyl)piperidino]ethyl}-2H-benzimidazolin-2-one). RXN SMILES: C(N1C2C([CH2:13][CH2:14][N:15]3[CH2:20][CH2:19][CH:18]([CH2:21][C:22]4[C:30]5[C:25](=[CH:26][CH:27]=[C:28]([F:31])[CH:29]=5)[NH:24][CH:23]=4)[CH2:17][CH2:16]3)=CC=CC=2NC1=O)(C)=C.[C:33]([N:36]1[C:40]2[CH:41]=[CH:42][CH:43]=[CH:44][C:39]=2[N:38](CCCl)[C:37]1=[O:48])([CH3:35])=[CH2:34].FC1C=C2C(=CC=1)NC=C2CC1CCNCC1.C(=O)(O)[O-].[Na+]>CN(C)C=O.O1CCCC1>[C:33]([N:36]1[C:40]2[CH:41]=[CH:42][CH:43]=[CH:44][C:39]=2[N:38]([CH2:13][CH2:14][N:15]2[CH2:16][CH2:17][CH:18]([CH2:21][C:22]3[C:30]4[C:25](=[CH:26][CH:27]=[C:28]([F:31])[CH:29]=4)[NH:24][CH:23]=3)[CH2:19][CH2:20]2)[C:37]1=[O:48])([CH3:35])=[CH2:34] |f:3.4|. Procedure: 3-Isopropenyl-{2-[4-((5-fluoro-3-indolyl)methyl)piperidino]ethyl}-2H-benzimidazolin-2-one may be prepared in the following manner: the procedure is as in Example 25, starting with 3-isopropenyl-1-(2-chloroethyl)-2H-benzimidazolin-2-one (2.4 g), 4-[(5-fluoro-3-indolyl)methyl]piperidine (2.3 g) and sodium bicarbonate (0.8 g) in a mixture of dimethylformamide (40 cc) and tetrahydrofuran (20 cc). The mixture is heated to boiling for 10 hours and then cooled to a temperature in the region of 20° C. A... The reactants are O=C([O-])[O-], CN(C)C=O, FC(F)Cl, [K+], [K+], O, COc1cc2sc(C#N)cc2cc1O. Product: COc1cc2sc(C#N)cc2cc1OC(F)F. Reaction SMILES: [C:15](=[O:16])([O-:17])[O-:18].[CH3:21][N:22]([CH3:23])[CH:24]=[O:25].[Cl:26][CH:27]([F:28])[F:29].[K+:19].[K+:20].[OH2:30].[OH:1][c:2]1[cH:3][c:4]2[c:5]([s:6][c:7]([C:9]#[N:10])[cH:8]2)[cH:11][c:12]1[O:13][CH3:14]>>[O:1]([c:2]1[cH:3][c:4]2[c:5]([s:6][c:7]([C:9]#[N:10])[cH:8]2)[cH:11][c:12]1[O:13][CH3:14])[CH:27]([F:28])[F:29].